Dataset: the Open Reaction Database (ORD), a public repository of structured organic reaction records. Task: describe an organic reaction: reactants, conditions, products, and yield The reactants are NC[C@H](O)C=1C=CC(=C(C1)NS(=O)(=O)C)O (N-[5-(2-amino-1-{R}-hydroxyethyl)-2-hydroxyphenyl]-methanesulfonamide), COC(=O)C=1C(=NC=CC1)N1CCC(CC1)C=O (1-(3-methoxycarbonyl-2-pyridyl)-4-formylpiperidine), C(C)(=O)O (acetic acid), C(#N)[BH3-].[Na+] (sodium cyanoborohydride). Yields the product O[C@@H](CNCC1CCN(CC1)C1=NC=C(C(=O)OC)C=C1)C1=CC(=C(C=C1)O)NS(=O)(=O)C (Methyl 6-(4-{[((2R)-2-Hydroxy-2-{4-hydroxy-3-[(methylsulfonyl)amino]-phenyl}ethyl)amino]methyl}piperidin-1-yl)-nicotinate). Yield: 33.5%. RXN SMILES: [NH2:1][CH2:2][C@@H:3]([C:5]1[CH:6]=[CH:7][C:8]([OH:16])=[C:9]([NH:11][S:12]([CH3:15])(=[O:14])=[O:13])[CH:10]=1)[OH:4].COC([C:21]1[C:22]([N:27]2[CH2:32][CH2:31][CH:30]([CH:33]=O)[CH2:29][CH2:28]2)=[N:23][CH:24]=[CH:25][CH:26]=1)=O.[C:35]([OH:38])(=[O:37])C.[C:39]([BH3-])#N.[Na+]>>[OH:4][C@H:3]([C:5]1[CH:6]=[CH:7][C:8]([OH:16])=[C:9]([NH:11][S:12]([CH3:15])(=[O:14])=[O:13])[CH:10]=1)[CH2:2][NH:1][CH2:33][CH:30]1[CH2:29][CH2:28][N:27]([C:22]2[CH:21]=[CH:26][C:25]([C:35]([O:38][CH3:39])=[O:37])=[CH:24][N:23]=2)[CH2:32][CH2:31]1 |f:3.4|. Procedure details: Prepared from N-[5-(2-amino-1-{R}-hydroxyethyl)-2-hydroxyphenyl]-methanesulfonamide (0.119 g, 0.48 mmol), 1-(3-methoxycarbonyl-2-pyridyl)-4-formylpiperidine (0.12 g, 0.48 mmol), glacial acetic acid (0.03 g, 0.48 mmol) and sodium cyanoborohydride (0.03 g, 0.48 mmol) according to the procedure used for example 67 (Step B) to give 0.077 g of the title compound as a yellow solid (isolated as the HCl salt). The reactants are CC(C#C)(C(CC)(C)C)O (3,4,4-Trimethylhex-l-yn-3-ol), [H][H] (hydrogen). The product is CC(C=C)(C(CC)(C)C)O (3,4,4-trimethylhex-1-en-3-ol). As a reaction SMILES: [CH3:1][C:2]([OH:10])([C:5]([CH3:9])([CH3:8])[CH2:6][CH3:7])[C:3]#[CH:4].[H][H]>>[CH3:1][C:2]([OH:10])([C:5]([CH3:9])([CH3:8])[CH2:6][CH3:7])[CH:3]=[CH2:4]. Reported procedure: 3,4,4-Trimethylhex-l-yn-3-ol can be hydrogenated at from 0° to 50° C., preferably 5° to 20° C., and from 0.01 to 50 bar, preferably 0.1 to 10 bar, particularly preferably 0.5 to 5 bar, in a hydrogen atmosphere, in the presence or absence of an inert solvent on partial hydrogenation catalysts, such as e.g. according to Houben-Weyl, Methoden der organischen Chemie (Methods of Organic Chemistry), Volume 4/lc, pages 107 to 109. After hydrogen absorption is complete, the catalyst is as a rule filtere... Reactants: C1(C=2C(C(N1)=O)=CC=CC2)=O (phthalimide), ClCl (chlorine), C1(C=2C(C(N1)=O)=CC=CC2)=O (phthalimide), C1C(C)O1 (propylene oxide), N1=CC=CC2=CC=CC=C12 (quinoline). The solvent is C(Cl)Cl (methylene chloride). Run at temperature 0 celsius, time 1 hour. Yields the product ClN1C(C=2C(C1=O)=CC=CC2)=O (N-chlorophthalimide). RXN SMILES: [C:1]1(=[O:11])[NH:5][C:4](=[O:6])[C:3]2=[CH:7][CH:8]=[CH:9][CH:10]=[C:2]12.C1OC1C.N1C2C(=CC=CC=2)C=CC=1.[Cl:26]Cl>C(Cl)Cl>[Cl:26][N:5]1[C:1](=[O:11])[C:2]2=[CH:10][CH:9]=[CH:8][CH:7]=[C:3]2[C:4]1=[O:6]. Reported procedure: To 150 ml. of methylene chloride were added 7.35 g. (0.05 mole) of phthalimide and 17.5 ml. (5 equiv.) of propylene oxide. The resulting mixture was cooled to 0° C., 0.13 g. (0.001 mole; 0.02 equiv.) of quinoline was added, and the mixture was saturated with chlorine. The phthalimide began to dissolve within 30 minutes, and after one hour it was nearly all dissolved. Analysis of the sample by TLC at 1.25 hours showed only a trace of starting material. The mixture was subjected to partial vacuum ... Starting materials: [F-].C(CCC)[N+](CCCC)(CCCC)CCCC (tetrabutylammonium fluoride), [Si](C)(C)(C(C)(C)C)OC1=C2C(OCC2=C(C(=C1C\C=C/1\[C@@H](CCC1)CC(=O)OCC)CC)C)=O (ethyl (S)(E)-2-{2-[2-(4-t-butyldimethylsilyloxy-1,3-dihydro-6-ethyl-7-methyl-3-oxoisobenzofuran-5-yl)ethylidene]cyclopent-1-yl}acetate), ice water. Solvent: O1CCCC1 (tetrahydrofuran), O1CCCC1 (tetrahydrofuran). Run at time 5 minute. The product is C(C)C1=C(C(=C2C(OCC2=C1C)=O)O)C\C=C/1\[C@@H](CCC1)CC(=O)OCC (ethyl (S)(E)-2-{2-[2-(1,3-dihydro-6-ethyl-4-hydroxy-7-methyl-3-oxoisobenzofuran-5-yl)ethylidene]cyclopent-1-yl}acetate). As a reaction SMILES: [Si]([O:8][C:9]1[C:17]([CH2:18]/[CH:19]=[C:20]2/[C@H:21]([CH2:25][C:26]([O:28][CH2:29][CH3:30])=[O:27])[CH2:22][CH2:23][CH2:24]/2)=[C:16]([CH2:31][CH3:32])[C:15]([CH3:33])=[C:14]2[C:10]=1[C:11](=[O:34])[O:12][CH2:13]2)(C(C)(C)C)(C)C.[F-].C([N+](CCCC)(CCCC)CCCC)CCC>O1CCCC1>[CH2:31]([C:16]1[C:15]([CH3:33])=[C:14]2[C:10]([C:11](=[O:34])[O:12][CH2:13]2)=[C:9]([OH:8])[C:17]=1[CH2:18]/[CH:19]=[C:20]1/[C@H:21]([CH2:25][C:26]([O:28][CH2:29][CH3:30])=[O:27])[CH2:22][CH2:23][CH2:24]/1)[CH3:32] |f:1.2|. Procedure: A solution of ethyl (S)(E)-2-{2-[2-(4-t-butyldimethylsilyloxy-1,3-dihydro-6-ethyl-7-methyl-3-oxoisobenzofuran-5-yl)ethylidene]cyclopent-1-yl}acetate (1.24 g) in tetrahydrofuran (8 ml) was cooled to 0° C. and treated with 1M tetrabutylammonium fluoride in tetrahydrofuran (3 ml). After 5 minutes, the reaction mixture was poured into ice water and extracted with ethyl acetate. The extracts were dried, evaporated and the residue chromatographed on silica gel (20% ethyl acetate/hexane) to give ethyl ...